Task: describe an organic reaction: reactants, conditions, products, and yield. Dataset: the Open Reaction Database (ORD), a public repository of structured organic reaction records The reactants are BrC1=NC(=CC=C1)OC(C)C (2-bromo-6-isopropoxypyridine), [Li]CCCC (n-BuLi), [NH4+].[Cl-] (NH4Cl), C(CCC)[Sn](CCCC)(CCCC)Cl (Tributyl tin chloride). Run in C1CCOC1 (THF). Reaction conditions: time 30 minute. Product: C(C)(C)OC1=NC(=CC=C1)[Sn](CCCC)(CCCC)CCCC (2-isopropoxy-6-(tributylstannyl)pyridine). Yield: 50.2%. As a reaction SMILES: Br[C:2]1[CH:7]=[CH:6][CH:5]=[C:4]([O:8][CH:9]([CH3:11])[CH3:10])[N:3]=1.[Li]CCCC.[CH2:17]([Sn:21](Cl)([CH2:26][CH2:27][CH2:28][CH3:29])[CH2:22][CH2:23][CH2:24][CH3:25])[CH2:18][CH2:19][CH3:20].[NH4+].[Cl-]>C1COCC1>[CH:9]([O:8][C:4]1[CH:5]=[CH:6][CH:7]=[C:2]([Sn:21]([CH2:22][CH2:23][CH2:24][CH3:25])([CH2:26][CH2:27][CH2:28][CH3:29])[CH2:17][CH2:18][CH2:19][CH3:20])[N:3]=1)([CH3:11])[CH3:10] |f:3.4|. Procedure: Sodium pieces (200 mg) was added portion wise to 2-propanol (0.521 g, 6.35 mmol) and the reaction was stirred for 12 h at RT. To the above thick solution, 2,6-dibromo pyridine (1 g, 4.23 mmol, Aldrich) was added and the reaction was heated to 90° C. for 2 h. The mixture was cooled to RT and the solvent was removed. The crude residue was treated with ice water (10 mL) and extracted with EtOAc (2×25 mL). The combined organic layers were dried over anhydrous Na2SO4 and concentrated. The residue was... Reaction SMILES: [C:36](=[O:37])([O-:38])[O-:39].[CH2:1]([CH3:2])[O:3][C:4]([c:5]1[c:6]([OH:13])[cH:7][c:8]([OH:12])[cH:9][c:10]1[CH3:11])=[O:14].[CH2:43]([N+:44]([CH2:45][CH2:46][CH2:47][CH3:48])([CH2:49][CH2:50][CH2:51][CH3:52])[CH2:53][CH2:54][CH2:55][CH3:56])[CH2:57][CH2:58][CH3:59].[CH3:60][C:61](=[O:62])[CH3:63].[Cl:16][CH2:17][c:18]1[cH:19][c:20]([O:21][CH2:22][c:23]2[n:24][c:25]3[cH:26][cH:27][cH:28][cH:29][c:30]3[cH:31][cH:32]2)[cH:33][cH:34][cH:35]1.[ClH:15].[I-:42].[K+:40].[K+:41]>>[CH2:1]([CH3:2])[O:3][C:4]([c:5]1[c:6]([OH:13])[cH:7][c:8]([O:12][CH2:17][c:18]2[cH:19][c:20]([O:21][CH2:22][c:23]3[n:24][c:25]4[cH:26][cH:27][cH:28][cH:29][c:30]4[cH:31][cH:32]3)[cH:33][cH:34][cH:35]2)[cH:9][c:10]1[CH3:11])=[O:14]. Reactants: O=C([O-])[O-], CCOC(=O)c1c(C)cc(O)cc1O, CCCC[N+](CCCC)(CCCC)CCCC, CC(C)=O, ClCc1cccc(OCc2ccc3ccccc3n2)c1, Cl, [I-], [K+], [K+]. The product is CCOC(=O)c1c(C)cc(OCc2cccc(OCc3ccc4ccccc4n3)c2)cc1O. The reactants are BrC=1C=C2C(C(NC2=C(C1)F)=O)(C)C (5-bromo-7-fluoro-3,3-dimethyl-1,3-dihydro-2H-indol-2-one), C(C)(C)(C)OC(=O)N1C(=CC=C1)B(O)O (1-tert-butoxycarbonyl-2-pyrroleboronic acid), [F-].[K+] (KF), Pd2(dba)3 monochloroform, C1CCOC1 (THF). The reagents and catalysts are P(C(C)(C)C)(C(C)(C)C)C(C)(C)C (P(t-Bu)3). The solvent is CCOC(=O)C (EtOAc). Conditions: temperature 25 celsius, time 16 hour. The product is FC=1C=C(C=C2C(C(NC12)=O)(C)C)C=1N(C=CC1)C(=O)OC(C)(C)C (tert-butyl 2-(7-fluoro-3,3-dimethyl-2-oxo-2,3-dihydro-1H-indol-5-yl)-1H-pyrrole-1-carboxylate). The yield is 87.9%. Reaction SMILES: Br[C:2]1[CH:3]=[C:4]2[C:8](=[C:9]([F:11])[CH:10]=1)[NH:7][C:6](=[O:12])[C:5]2([CH3:14])[CH3:13].[C:15]([O:19][C:20]([N:22]1[CH:26]=[CH:25][CH:24]=[C:23]1B(O)O)=[O:21])([CH3:18])([CH3:17])[CH3:16].[F-].[K+].C1COCC1>CCOC(C)=O.P(C(C)(C)C)(C(C)(C)C)C(C)(C)C>[F:11][C:9]1[CH:10]=[C:2]([C:23]2[N:22]([C:20]([O:19][C:15]([CH3:18])([CH3:17])[CH3:16])=[O:21])[CH:26]=[CH:25][CH:24]=2)[CH:3]=[C:4]2[C:8]=1[NH:7][C:6](=[O:12])[C:5]2([CH3:14])[CH3:13] |f:2.3|. Procedure details: A vial was charged with 5-bromo-7-fluoro-3,3-dimethyl-1,3-dihydro-2H-indol-2-one (1.0 g, 3.5 mmol), 1-tert-butoxycarbonyl-2-pyrroleboronic acid (1.12 g, 5.3 mmol), KF (0.67 g, 11.5 mmol), and Pd2(dba)3 monochloroform adduct (54 mg, 0.053 mmol) and placed under a nitrogen atmosphere. THF (8 mL) was added and the mixture was purged with nitrogen for 5 min. P(t-Bu)3 (10% wt. solution in hexane 0.370 mL, 0.126 mmol) was added via syringe and the mixture was stirred at 25° C. for 16 h. The mixture wa... Starting materials: CC(=O)OCl, [Na], [Na], OCCO. Yields the product [Na], CC(=O)OOCCO. Reaction SMILES: [Cl:2][O:3][C:4]([CH3:5])=[O:6].[Na:1].[Na:7].[OH:8][CH2:9][CH2:10][OH:11]>>[Na:1].[O:3]([C:4]([CH3:5])=[O:6])[O:8][CH2:9][CH2:10][OH:11]. The reactants are FC1=C(C=CC(=C1)F)[C@]1(OC1)[C@@H](C)O ((1R)-1-[(2R)-2-(2,4-difluorophenyl)- 2-oxiranyl]ethanol), C1(=CC=CC=C1)P(C1=CC=CC=C1)C1=CC=CC=C1 (triphenylphosphine), C(C1=CC=CC=C1)(=O)O (benzoic acid), N(=NC(=O)OCC)C(=O)OCC (diethyl azodicarboxylate). Run in O (water), C(C)(=O)OCC (ethyl acetate), O1CCCC1 (tetrahydrofuran). Conditions: time 6 hour. Product: FC1=C(C=CC(=C1)F)[C@]1(OC1)[C@H](C)OC(C1=CC=CC=C1)=O ([(1S)-1-[(2R)-2-(2,4-difluorophenyl)-2-oxiranyl]ethyl]benzoate). The yield is 78.5%. RXN SMILES: [F:1][C:2]1[CH:7]=[C:6]([F:8])[CH:5]=[CH:4][C:3]=1[C@:9]1([C@H:12]([OH:14])[CH3:13])[CH2:11][O:10]1.C1(P(C2C=CC=CC=2)C2C=CC=CC=2)C=CC=CC=1.[C:34](O)(=[O:41])[C:35]1[CH:40]=[CH:39][CH:38]=[CH:37][CH:36]=1.N(C(OCC)=O)=NC(OCC)=O>O1CCCC1.O.C(OCC)(=O)C>[F:1][C:2]1[CH:7]=[C:6]([F:8])[CH:5]=[CH:4][C:3]=1[C@:9]1([C@@H:12]([O:14][C:34](=[O:41])[C:35]2[CH:40]=[CH:39][CH:38]=[CH:37][CH:36]=2)[CH3:13])[CH2:11][O:10]1. Reported procedure: To a solution of 16.1 g of (1R)-1-[(2R)-2-(2,4-difluorophenyl)- 2-oxiranyl]ethanol in 320 ml of tetrahydrofuran were added, with ice cooling, 63.3 g of triphenylphosphine, 29.5 g of benzoic acid and 42.0 g of diethyl azodicarboxylate and the mixture was stirred in an argon atmosphere at room temperature for 6 hours. To the reaction solution were added 800 ml of ethyl acetate and 500 ml of water to fractionate and the aqueous layer was extracted with 200 ml of ethyl acetate. The organic layers we...